Dataset: the Open Reaction Database (ORD), a public repository of structured organic reaction records. Task: describe an organic reaction: reactants, conditions, products, and yield Starting materials: NC1=NC(=NN1)NS(=O)(=O)C1=C(C=CC=C1)[N+](=O)[O-] (N-(5-amino-1,2,4-triazol-3-yl)-2-nitrobenzenesulfonamide), CC(CC(C)=O)=O (2,4-pentanedione). Run in C(C)(=O)O (acetic acid). Yields the product CC1=NC=2N(C(=C1)C)N=C(N2)NS(=O)(=O)C2=C(C=CC=C2)[N+](=O)[O-] (N-(5,7-dimethyl-1,2,4-triazolo[1,5-a]pyrimidin-2-yl)-2-nitrobenzenesulfonamide). The yield is 82.3%. As a reaction SMILES: [NH2:1][C:2]1[NH:6][N:5]=[C:4]([NH:7][S:8]([C:11]2[CH:16]=[CH:15][CH:14]=[CH:13][C:12]=2[N+:17]([O-:19])=[O:18])(=[O:10])=[O:9])[N:3]=1.[CH3:20][C:21](=O)[CH2:22][C:23](=O)[CH3:24]>C(O)(=O)C>[CH3:20][C:21]1[CH:22]=[C:23]([CH3:24])[N:6]2[N:5]=[C:4]([NH:7][S:8]([C:11]3[CH:16]=[CH:15][CH:14]=[CH:13][C:12]=3[N+:17]([O-:19])=[O:18])(=[O:10])=[O:9])[N:3]=[C:2]2[N:1]=1. Reported procedure: A mixture of 2.43 g (9.00 mmol) of N-(5-amino-1,2,4-triazol-3-yl)-2-nitrobenzenesulfonamide and 1.85 ml (1.80 g, 18.0 mmol) of 2,4-pentanedione in 25 ml of glacial acetic acid was heated at reflux for 19 hours. After cooling to room temperature, the solid which separated was collected by filtration, washed with acetic acid and dried in vacuo to yield 2.58 g (82 percent) of the desired product as an off-white crystalline solid, mp 255°-256° C. IR and 1H NMR spectra were in agreement with the assi...